This data is from the Open Reaction Database (ORD), a public repository of structured organic reaction records. The task is: describe an organic reaction: reactants, conditions, products, and yield The reactants are C1CCOC1, COC(=O)C(O)C(NC(=O)c1ccccc1)c1ccccc1, COc1ccc(C(OC)OC)c(OC)c1, Cc1ccc(S(=O)(=O)[O-])cc1, c1ccccc1, c1cc[nH+]cc1. Yields the product COC(=O)C1OC(c2ccc(OC)cc2OC)N(C(=O)c2ccccc2)C1c1ccccc1. Reaction SMILES: [CH2:61]1[O:62][CH2:63][CH2:64][CH2:65]1.[CH3:1][O:2][C:3]([CH:4]([CH:5]([NH:6][C:7]([c:8]1[cH:9][cH:10][cH:11][cH:12][cH:13]1)=[O:14])[c:15]1[cH:16][cH:17][cH:18][cH:19][cH:20]1)[OH:21])=[O:22].[CH3:29][O:30][CH:31]([c:32]1[c:33]([O:40][CH3:41])[cH:34][c:35]([O:38][CH3:39])[cH:36][cH:37]1)[O:42][CH3:43].[c:44]1([CH3:45])[cH:46][cH:47][c:48]([S:49]([O-:50])(=[O:51])=[O:52])[cH:53][cH:54]1.[cH:23]1[cH:24][cH:25][cH:26][cH:27][cH:28]1.[nH+:55]1[cH:56][cH:57][cH:58][cH:59][cH:60]1>>[CH3:1][O:2][C:3]([CH:4]1[CH:5]([c:15]2[cH:16][cH:17][cH:18][cH:19][cH:20]2)[N:6]([C:7]([c:8]2[cH:9][cH:10][cH:11][cH:12][cH:13]2)=[O:14])[CH:31]([c:32]2[c:33]([O:40][CH3:41])[cH:34][c:35]([O:38][CH3:39])[cH:36][cH:37]2)[O:21]1)=[O:22]. Reactants: OC=1C2=C(N=C(N1)NC1=CC=C(C=C1)N1C(=NC=C1)C)CCN(C2)C(=O)OC(C)(C)C (tert-Butyl 4-hydroxy-2-(4-(2-methyl-1H-imidazol-1-yl)phenylamino)-7,8-dihydropyrido[4,3-d]pyrimidine-6(5H)-carboxylate), Cl (hydrogen chloride). The solvent is C(C)O (ethanol), CCO (EtOH). Reaction conditions: temperature 75 celsius, time 30 minute. Yields the product CC=1N(C=CN1)C1=CC=C(C=C1)NC=1N=C(C2=C(N1)CCNC2)O (2-(4-(2-methyl-1H-imidazol-1-yl)phenylamino)-5,6,7,8-tetrahydropyrido[4,3-d]pyrimidin-4-ol). Isolated yield 74.1%. RXN SMILES: [OH:1][C:2]1[C:3]2[CH2:24][N:23](C(OC(C)(C)C)=O)[CH2:22][CH2:21][C:4]=2[N:5]=[C:6]([NH:8][C:9]2[CH:14]=[CH:13][C:12]([N:15]3[CH:19]=[CH:18][N:17]=[C:16]3[CH3:20])=[CH:11][CH:10]=2)[N:7]=1.Cl>C(O)C>[CH3:20][C:16]1[N:15]([C:12]2[CH:13]=[CH:14][C:9]([NH:8][C:6]3[N:7]=[C:2]([OH:1])[C:3]4[CH2:24][NH:23][CH2:22][CH2:21][C:4]=4[N:5]=3)=[CH:10][CH:11]=2)[CH:19]=[CH:18][N:17]=1. Procedure: tert-Butyl 4-hydroxy-2-(4-(2-methyl-1H-imidazol-1-yl)phenylamino)-7,8-dihydropyrido[4,3-d]pyrimidine-6(5H)-carboxylate (2.3 g, 5.44 mmol, Example 9d) was added to a solution of hydrogen chloride (10 mL, 5.44 mmol) in ethanol (20 mL). The solution was stirred at 75° C. for 30 min allowing the EtOH to evaporate. The solution was made basic with potassium carbonate (s) and EtOAc (20 mL) was added. After stirring 10 min the precipitated product was filtered off and dried to give 2-(4-(2-methyl-1H-im... Starting materials: C(C)(C)(C)OC(=O)N1CC2=C(CC1)N=C(S2)NS(=O)(=O)C2=CC(=CC(=C2)C(F)(F)F)C(F)(F)F (2-(3,5-bis-trifluoromethyl-benzenesulfonylamino)-6,7-dihydro-4H-thiazolo[5,4-c]pyridine-5-carboxylic acid tert-butyl ester), C(Cl)Cl (CH2Cl2), C(C)OCC (diethylether). Reaction conditions: time 4 hour. Product: Cl.FC(C=1C=C(C=C(C1)C(F)(F)F)S(=O)(=O)NC=1SC=2C[NH2+]CCC2N1)(F)F (2-(3,5-Bis-trifluoromethyl-benzenesulfonylamino)-4,5,6,7-tetrahydro-thiazolo[5,4-c]pyridin-5-ium hydrochloride salt). RXN SMILES: C(OC([N:8]1[CH2:13][CH2:12][C:11]2[N:14]=[C:15]([NH:17][S:18]([C:21]3[CH:26]=[C:25]([C:27]([F:30])([F:29])[F:28])[CH:24]=[C:23]([C:31]([F:34])([F:33])[F:32])[CH:22]=3)(=[O:20])=[O:19])[S:16][C:10]=2[CH2:9]1)=O)(C)(C)C.C(OCC)C.C(Cl)[Cl:41]>>[ClH:41].[F:34][C:31]([F:32])([F:33])[C:23]1[CH:22]=[C:21]([S:18]([NH:17][C:15]2[S:16][C:10]3[CH2:9][NH2+:8][CH2:13][CH2:12][C:11]=3[N:14]=2)(=[O:19])=[O:20])[CH:26]=[C:25]([C:27]([F:28])([F:29])[F:30])[CH:24]=1 |f:3.4|. Procedure details: 50 ml of saturated etheric hydrochloric add are added to a solution of 9.95 g of 2-(3,5-bis-trifluoromethyl-benzenesulfonylamino)-6,7-dihydro-4H-thiazolo[5,4-c]pyridine-5-carboxylic acid tert-butyl ester in 150 ml of CH2Cl2 and and the mixture obtained is stirred at RT for 4 hours. From the mixture obtained solvent is evaporated and the evaporation residue obtained is treated with diethylether. A solid precipitates, is filtrated off and dried. 2-(3,5-Bis-trifluoromethyl-benzenesulfonylamino)-4,5... Starting materials: ClC1=CC=C(C=C1)C=1SC(=C(N1)C)NC(=O)C1CNCCC1 (N-[2-(4-chlorophenyl)-4-methylthiazole-5-yl]piperidine-3-carboxamide), COC(=O)C=1C=C(C=CC1)OB(O)O (3-methoxycarbonylphenylboric acid). The product is ClC1=CC=C(C=C1)C=1SC(=C(N1)C)NC(=O)C1CN(CCC1)C=1C=C(C(=O)OC)C=CC1 (Methyl 3-[3-[N-[2-(4-chlorophenyl)-4-methylthiazol-5-yl]carbamoyl]piperidin-1-yl]benzoate). Isolated yield 42.4%. As a reaction SMILES: [Cl:1][C:2]1[CH:7]=[CH:6][C:5]([C:8]2[S:9][C:10]([NH:14][C:15]([CH:17]3[CH2:22][CH2:21][CH2:20][NH:19][CH2:18]3)=[O:16])=[C:11]([CH3:13])[N:12]=2)=[CH:4][CH:3]=1.[CH3:23][O:24][C:25]([C:27]1[CH:28]=[C:29](OB(O)O)[CH:30]=[CH:31][CH:32]=1)=[O:26]>>[Cl:1][C:2]1[CH:7]=[CH:6][C:5]([C:8]2[S:9][C:10]([NH:14][C:15]([CH:17]3[CH2:22][CH2:21][CH2:20][N:19]([C:31]4[CH:32]=[C:27]([CH:28]=[CH:29][CH:30]=4)[C:25]([O:24][CH3:23])=[O:26])[CH2:18]3)=[O:16])=[C:11]([CH3:13])[N:12]=2)=[CH:4][CH:3]=1. Reported procedure: Using N-[2-(4-chlorophenyl)-4-methylthiazole-5-yl]piperidine-3-carboxamide (36.0 mg, 0.107 mmol) and 3-methoxycarbonylphenylboric acid (38.5 mg, 0.214 mmol), the same procedure was followed as in Example 4 to give 21.3 mg (42%) of the desired compound as a pale yellow powder. The reactants are ClC1=CC=C(C=C1)S(=O)(=O)C(C1=NC(=CC=C1)\C=C\C1=NC=CC=C1)C1=C(C=CC(=C1)F)F ((E)-2-[(4-chlorophenylsulfonyl)(2,5-difluorophenyl)methyl]-6-(2-pyridin-2-ylvinyl)pyridine), C(C)(=O)OCC (ethyl acetate), CCCCCC (hexane). The reagents and catalysts are [Ni] (Raney nickel). Run in C(C)O (ethanol), O1CCOCC1 (1,4-dioxane), C(C)O (ethanol). Run at time 1.5 hour. Yields the product ClC1=CC=C(C=C1)S(=O)(=O)C(C1=NC(=CC=C1)CCC1=NC=CC=C1)C1=C(C=CC(=C1)F)F (2-[(4-Chlorophenylsulfonyl)(2,5-difluorophenyl)methyl]-6-(2-pyridin-2-ylethyl)pyridine). The yield is 60.9%. RXN SMILES: [Cl:1][C:2]1[CH:7]=[CH:6][C:5]([S:8]([CH:11]([C:26]2[CH:31]=[C:30]([F:32])[CH:29]=[CH:28][C:27]=2[F:33])[C:12]2[CH:17]=[CH:16][CH:15]=[C:14](/[CH:18]=[CH:19]/[C:20]3[CH:25]=[CH:24][CH:23]=[CH:22][N:21]=3)[N:13]=2)(=[O:10])=[O:9])=[CH:4][CH:3]=1.CCCCCC.C(OCC)(=O)C>C(O)C.O1CCOCC1.[Ni]>[Cl:1][C:2]1[CH:7]=[CH:6][C:5]([S:8]([CH:11]([C:26]2[CH:31]=[C:30]([F:32])[CH:29]=[CH:28][C:27]=2[F:33])[C:12]2[CH:17]=[CH:16][CH:15]=[C:14]([CH2:18][CH2:19][C:20]3[CH:25]=[CH:24][CH:23]=[CH:22][N:21]=3)[N:13]=2)(=[O:9])=[O:10])=[CH:4][CH:3]=1. Procedure: To a mixed solution of (E)-2-[(4-chlorophenylsulfonyl)(2,5-difluorophenyl)methyl]-6-(2-pyridin-2-ylvinyl)pyridine (180 mg, 0.373 mmol) in ethanol (5 ml) and 1,4-dioxane (2 ml) was added an ethanol suspension (1 ml) of Raney nickel. Under a hydrogen atmosphere of 1 atmospheric pressure, the resulting mixture was vigorously stirred for 1.5 hours. After filtration of the reaction mixture, the filtrate was concentrated under reduced pressure. The residue thus obtained was subjected to flash silica g... The reactants are Cc1cc([N+](=O)[O-])c(C)cc1C1CCC2(CC1)OCCO2, CO. Product: Cc1cc(C2CCC3(CC2)OCCO3)c(C)cc1N. Reaction SMILES: [CH3:1][c:2]1[c:3]([CH:12]2[CH2:13][CH2:14][C:15]3([O:16][CH2:17][CH2:18][O:19]3)[CH2:20][CH2:21]2)[cH:4][c:5]([CH3:11])[c:6]([N+:8]([O-:9])=[O:10])[cH:7]1.[CH3:22][OH:23]>>[CH3:1][c:2]1[c:3]([CH:12]2[CH2:13][CH2:14][C:15]3([O:16][CH2:17][CH2:18][O:19]3)[CH2:20][CH2:21]2)[cH:4][c:5]([CH3:11])[c:6]([NH2:8])[cH:7]1. Reactants: ClCCOC1=C(C(=CC=C1)[N+](=O)[O-])CS(=O)(=O)C1=CC=CC2=CC=CC=C12 (1-[2-(2-Chloro-ethoxy)-6-nitro-phenylmethanesulfonyl]-naphthalene), C(=O)O (formic acid). The reagents and catalysts are [Pd] (Pd/C). The solvent is C1CCOC1 (THF), CO (methanol). Conditions: time 20 hour. The product is ClCCOC=1C(=C(C=CC1)N)CS(=O)(=O)C1=CC=CC2=CC=CC=C12 (3-(2-Chloro-ethoxy)-2-(naphthalene-1-sulfonylmethyl)-phenyl amine). Isolated yield 93.8%. Reaction SMILES: [Cl:1][CH2:2][CH2:3][O:4][C:5]1[CH:10]=[CH:9][CH:8]=[C:7]([N+:11]([O-])=O)[C:6]=1[CH2:14][S:15]([C:18]1[C:27]2[C:22](=[CH:23][CH:24]=[CH:25][CH:26]=2)[CH:21]=[CH:20][CH:19]=1)(=[O:17])=[O:16].C(O)=O>C1COCC1.CO.[Pd]>[Cl:1][CH2:2][CH2:3][O:4][C:5]1[C:6]([CH2:14][S:15]([C:18]2[C:27]3[C:22](=[CH:23][CH:24]=[CH:25][CH:26]=3)[CH:21]=[CH:20][CH:19]=2)(=[O:17])=[O:16])=[C:7]([NH2:11])[CH:8]=[CH:9][CH:10]=1. Procedure details: A mixture of 1-[2-(2-Chloro-ethoxy)-6-nitro-phenylmethanesulfonyl]-naphthalene (0.9 g, 2.24 mmoles) and 10% Pd/C in THF (10 mL), methanol (10 mL), and formic acid (2 mL) was hydrogenated in a Parr hydrogenation bottle (250 mL) at 40 lb/in2 for 20 hours. The mixture was filtered through Celite, and the filtrate was diluted with EtOAc, washed with water, dried over Na2SO4, and concentrated under vacuum to afford the title compound as an off-white solid (0.78 g, 2.1 mmoles). Starting materials: C(C)(C)(C)OC(=O)N[C@H](CCC1=NN=C(S1)C=1C=CC(=C(C1)CC(=O)OCC)[N+](=O)[O-])CC=1C=NC(=CC1)C(F)(F)F (ethyl 2-(5-(5-((R)-3-(tert-butoxycarbonylamino)-4-(6-(trifluoromethyl)pyridin-3-yl)butyl)-1,3,4-thiadiazol-2-yl)-2-nitrophenyl)acetate), Cl (HCl), C(=O)(O)[O-].[Na+] (NaHCO3). The reagents and catalysts are [Fe] (Iron). Solvent: O (H2O), CCO (EtOH). Conditions: time 5 minute. Yields the product O=C1NC2=CC=C(C=C2C1)C1=NN=C(S1)CC[C@H](CC=1C=NC(=CC1)C(F)(F)F)NC(OC(C)(C)C)=O (tert-Butyl (R)-4-(5-(2-oxoindolin-5-yl)-1,3,4-thiadiazol-2-yl)-1-(6-(trifluoromethyl)pyridin-3-yl)butan-2-ylcarbamate). RXN SMILES: [C:1]([O:5][C:6]([NH:8][C@@H:9]([CH2:32][C:33]1[CH:34]=[N:35][C:36]([C:39]([F:42])([F:41])[F:40])=[CH:37][CH:38]=1)[CH2:10][CH2:11][C:12]1[S:16][C:15]([C:17]2[CH:18]=[CH:19][C:20]([N+:29]([O-])=O)=[C:21]([CH2:23][C:24](OCC)=[O:25])[CH:22]=2)=[N:14][N:13]=1)=[O:7])([CH3:4])([CH3:3])[CH3:2].Cl.C([O-])(O)=O.[Na+]>CCO.O.[Fe]>[O:25]=[C:24]1[CH2:23][C:21]2[C:20](=[CH:19][CH:18]=[C:17]([C:15]3[S:16][C:12]([CH2:11][CH2:10][C@@H:9]([NH:8][C:6](=[O:7])[O:5][C:1]([CH3:2])([CH3:3])[CH3:4])[CH2:32][C:33]4[CH:34]=[N:35][C:36]([C:39]([F:42])([F:41])[F:40])=[CH:37][CH:38]=4)=[N:13][N:14]=3)[CH:22]=2)[NH:29]1 |f:2.3|. Procedure details: Iron powder (48 mg, 853 μmol) was added to a suspension of ethyl 2-(5-(5-((R)-3-(tert-butoxycarbonylamino)-4-(6-(trifluoromethyl)pyridin-3-yl)butyl)-1,3,4-thiadiazol-2-yl)-2-nitrophenyl)acetate (104 mg, 171 μmol) in EtOH (1.5 mL). 2N aqueous HCl (256 μL, 512 μmol) was added, and the mixture was heated under reflux for 4 hours. Saturated aqueous NaHCO3 (5 mL) was added dropwise and the mixture was stirred at room temperature for 5 minutes. It was diluted with H2O (5 mL) and extracted with DCM (3×... The reactants are ClC=1C(=C2C=CC(=NC2=CC1)N1C[C@H](CC1)NCCC#N)NC(CC1CCCCC1)=O (N-[6-Chloro-2-[(3S)-3-[(2-cyanoethyl)amino]-1-pyrrolidinyl]-5-quinolinyl]-cyclohexaneacetamide), C(CCC)[Sn](CCCC)=O (dibutyltin oxide), example 87 ( b ), C[Si](C)(C)N=[N+]=[N-] (trimethylsilylazide). Solvent: C1(=CC=CC=C1)C (toluene). Reaction conditions: time 120 minute. Yields the product ClC=1C(=C2C=CC(=NC2=CC1)N1C[C@H](CC1)NCCC=1N=NNN1)NC(CC1CCCCC1)=O (N-[6-Chloro-2-[(3S)-3-[[2-(2H-tetrazol-5-yl)ethyl]amino]-1-pyrrolidinyl]-5-quinolinyl]-cyclohexaneacetamide). RXN SMILES: [Cl:1][C:2]1[C:3]([NH:22][C:23](=[O:31])[CH2:24][CH:25]2[CH2:30][CH2:29][CH2:28][CH2:27][CH2:26]2)=[C:4]2[C:9](=[CH:10][CH:11]=1)[N:8]=[C:7]([N:12]1[CH2:16][CH2:15][C@H:14]([NH:17][CH2:18][CH2:19][C:20]#[N:21])[CH2:13]1)[CH:6]=[CH:5]2.C[Si]([N:36]=[N+:37]=[N-:38])(C)C.C([Sn](=O)CCCC)CCC>C1(C)C=CC=CC=1>[Cl:1][C:2]1[C:3]([NH:22][C:23](=[O:31])[CH2:24][CH:25]2[CH2:30][CH2:29][CH2:28][CH2:27][CH2:26]2)=[C:4]2[C:9](=[CH:10][CH:11]=1)[N:8]=[C:7]([N:12]1[CH2:16][CH2:15][C@H:14]([NH:17][CH2:18][CH2:19][C:20]3[N:36]=[N:37][NH:38][N:21]=3)[CH2:13]1)[CH:6]=[CH:5]2. Reported procedure: N-[6-Chloro-2-[(3S)-3-[(2-cyanoethyl)amino]-1-pyrrolidinyl]-5-quinolinyl]-cyclohexaneacetamide (example 87 (b)) (0.15 g), trimethylsilylazide (0.091 ml), dibutyltin oxide (0.009 g) and toluene (5 ml) were heated within a single mode microwave in a sealed 10 ml vial at 100° C. for 30 minutes and then at 120° C. for 120 minutes. The reaction was cooled to room temperature, filtered and washed with toluene. The solid was then triturated with methanol and filtered before being dissolved in hot metha...